Dataset: the Open Reaction Database (ORD), a public repository of structured organic reaction records. Task: describe an organic reaction: reactants, conditions, products, and yield The reactants are CC1=CC=2N=C3N(C(C2S1)=O)C=C(C=C3)C(=O)N (2-Methyl-10-oxo-10H-pyrido[1,2-a]thieno[3,2-d]pyrimidine-7-carboxamide), N1=CC=CC=C1 (pyridine), P(=O)(Cl)(Cl)Cl (phosphorous oxychloride). Run in C(Cl)(Cl)Cl (chloroform). The product is CC1=CC=2N=C3N(C(C2S1)=O)C=C(C=C3)C#N (2-methyl-10-oxo-10H-pyrido[1,2-a]thieno[3,2-d]pyrimidine-7-carbonitrile). As a reaction SMILES: [CH3:1][C:2]1[S:10][C:9]2[C:8](=[O:11])[N:7]3[CH:12]=[C:13]([C:16]([NH2:18])=O)[CH:14]=[CH:15][C:6]3=[N:5][C:4]=2[CH:3]=1.N1C=CC=CC=1.P(Cl)(Cl)(Cl)=O>C(Cl)(Cl)Cl>[CH3:1][C:2]1[S:10][C:9]2[C:8](=[O:11])[N:7]3[CH:12]=[C:13]([C:16]#[N:18])[CH:14]=[CH:15][C:6]3=[N:5][C:4]=2[CH:3]=1. Procedure details: 2-Methyl-10-oxo-10H-pyrido[1,2-a]thieno[3,2-d]pyrimidine-7-carboxamide (Example 44), 0.6 g (0.0023 mol), in 10 of pyridine, 25 ml of phosphorous oxychloride and 25 ml of chloroform is refluxed on a steam bath for three hours. The solvents are evaporated in vacuo and the residue is treated with 100 ml of ice water. The resulting precipitate is filtered to give 0.5 g of 2-methyl-10-oxo-10H-pyrido[1,2-a]thieno[3,2-d]pyrimidine-7-carbonitrile; mp 258°-259° C. after recrystallization from methanol. The reactants are CCCCC[Si](CCC(=O)OCC)(CCC(=O)OCC)c1ccccc1, Cc1ccccc1, CCO, [H-], [Na+]. Product: CCCCC[Si]1(c2ccccc2)CCC(=O)C(C(=O)OCC)C1. RXN SMILES: [CH2:1]([CH3:2])[O:3][C:4](=[O:5])[CH2:6][CH2:7][Si:8]([CH2:9][CH2:10][CH2:11][CH2:12][CH3:13])([c:14]1[cH:15][cH:16][cH:17][cH:18][cH:19]1)[CH2:20][CH2:21][C:22](=[O:23])[O:24][CH2:25][CH3:26].[CH3:29][c:30]1[cH:31][cH:32][cH:33][cH:34][cH:35]1.[CH3:36][CH2:37][OH:38].[H-:27].[Na+:28]>>[CH2:1]([CH3:2])[O:3][C:4](=[O:5])[CH:6]1[CH2:7][Si:8]([CH2:9][CH2:10][CH2:11][CH2:12][CH3:13])([c:14]2[cH:15][cH:16][cH:17][cH:18][cH:19]2)[CH2:20][CH2:21][C:22]1=[O:23].